Dataset: the Open Reaction Database (ORD), a public repository of structured organic reaction records. Task: describe an organic reaction: reactants, conditions, products, and yield Reactants: n-Hydrate, P(=O)([O-])([O-])[O-].[K+].[K+].[K+] (potassium phosphate), C1(=CC=CC=C1)OB(O)O (phenylboric acid), 7-methoxy-2-naphthyltrifluoromethane sulfonate, CN(C)C=O (DMF), PdCl2(PPh)2, [Cl-].[NH4+] (ammonium chloride). Run at temperature 80 celsius. Product: C1(=CC=CC=C1)C1=CC=C2C=CC(=CC2=C1)OC (7-phenyl-2-methoxynaphthalene). The yield is 73.0%. As a reaction SMILES: P([O-])([O-])([O-])=O.[K+].[K+].[K+].[C:9]1(OB(O)O)[CH:14]=[CH:13][CH:12]=[CH:11][CH:10]=1.[Cl-].[NH4+].CN([CH:24]=[O:25])C>>[C:9]1([C:9]2[CH:14]=[C:13]3[C:12]([CH:14]=[CH:9][C:10]([O:25][CH3:24])=[CH:11]3)=[CH:11][CH:10]=2)[CH:14]=[CH:13][CH:12]=[CH:11][CH:10]=1 |f:0.1.2.3,5.6|. Procedure details: n-Hydrate of potassium phosphate (34 g, 0.16 mol) and phenylboric acid (3.7 g, 30 mmol) were added to a DMF (350 ml) solution of 7-methoxy-2-naphthyltrifluoromethane sulfonate (6.1 g, 20 mmol). The solution was bubbled with nitrogen for 30 minutes to perform replacement with nitrogen. PdCl2(PPh)2 (0.71 g, 1 mmol) was added, and the solution was heated for 4 hours at 80° C. A saturated ammonium chloride aqueous solution (500 ml) was added to the obtained mixture. Crystals deposited by this operat... Starting materials: CCc1ccc(Cc2c[nH]c3cccc(OC4(O)C(O)OC(CO)C(O)C4O)c23)cc1, COC(=O)Cl, ClCCl, Cc1cc(C)nc(C)c1. Yields the product CCc1ccc(Cc2c[nH]c3cccc(OC4(O)C(O)OC(COC(=O)OC)C(O)C4O)c23)cc1. As a reaction SMILES: [CH2:9]([CH3:10])[c:11]1[cH:12][cH:13][c:14]([CH2:15][c:16]2[cH:17][nH:18][c:19]3[cH:20][cH:21][cH:22][c:23]([O:25][C:26]4([OH:37])[CH:27]([OH:28])[O:29][CH:30]([CH2:35][OH:36])[CH:31]([OH:34])[CH:32]4[OH:33])[c:24]23)[cH:38][cH:39]1.[Cl:1][C:2](=[O:3])[O:4][CH3:5].[Cl:6][CH2:7][Cl:8].[n:40]1[c:41]([CH3:42])[cH:43][c:44]([CH3:45])[cH:46][c:47]1[CH3:48]>>[C:2](=[O:3])([O:4][CH3:5])[O:36][CH2:35][CH:30]1[O:29][CH:27]([OH:28])[C:26]([O:25][c:23]2[cH:22][cH:21][cH:20][c:19]3[nH:18][cH:17][c:16]([CH2:15][c:14]4[cH:13][cH:12][c:11]([CH2:9][CH3:10])[cH:39][cH:38]4)[c:24]32)([OH:37])[CH:32]([OH:33])[CH:31]1[OH:34]. The reactants are CN1CC2=C(N(C=3C=CC(=CC23)C)CC(=O)O)CC1 (2-(1,2,3,4-tetrahydro-2,8-dimethylpyrido[4,3-b]indol-5-yl)acetic acid), CCN=C=NCCCN(C)C (EDCI), C(C1=CC=CC=C1)N (benzylamine). Run at time 16 hour. Yields the product C(C1=CC=CC=C1)NC(CN1C2=C(C=3C=C(C=CC13)C)CN(CC2)C)=O (N-benzyl-2-(1,2,3,4-tetrahydro-2,8-dimethylpyrido[4,3-b]indol-5-yl)acetamide). Reaction SMILES: [CH3:1][N:2]1[CH2:19][CH2:18][C:5]2[N:6]([CH2:14][C:15]([OH:17])=O)[C:7]3[CH:8]=[CH:9][C:10]([CH3:13])=[CH:11][C:12]=3[C:4]=2[CH2:3]1.CCN=C=NCCCN(C)C.[CH2:31]([NH2:38])[C:32]1[CH:37]=[CH:36][CH:35]=[CH:34][CH:33]=1>>[CH2:31]([NH:38][C:15](=[O:17])[CH2:14][N:6]1[C:7]2[CH:8]=[CH:9][C:10]([CH3:13])=[CH:11][C:12]=2[C:4]2[CH2:3][N:2]([CH3:1])[CH2:19][CH2:18][C:5]1=2)[C:32]1[CH:37]=[CH:36][CH:35]=[CH:34][CH:33]=1. Procedure: 2-(1,2,3,4-tetrahydro-2,8-dimethylpyrido[4,3-b]indol-5-yl)acetic acid (CD58) was mixed with EDCI and benzylamine and the reaction mixture was stirred for 16 h to obtain N-benzyl-2-(1,2,3,4-tetrahydro-2,8-dimethylpyrido[4,3-b]indol-5-yl)acetamide after purification on neutral alumina chromatography eluting with methanol-dichloromethane gradient. The free base was converted into its oxalate salt by treatment of oxalic acid (1 equiv) in anhydrous THF. The reactants are C=CC#N, CCOC(=O)C(Oc1cccc2ccccc12)C(=O)OCC, CCOC(C)=O, [K+], [OH-]. Yields the product CCOC(=O)C(CCC#N)(Oc1cccc2ccccc12)C(=O)OCC. As a reaction SMILES: [CH2:25]=[CH:26][C:27]#[N:28].[CH2:3]([CH3:4])[O:5][C:6]([CH:7]([C:8](=[O:9])[O:10][CH2:11][CH3:12])[O:13][c:14]1[cH:15][cH:16][cH:17][c:18]2[cH:19][cH:20][cH:21][cH:22][c:23]12)=[O:24].[CH3:29][CH2:30][O:31][C:32](=[O:33])[CH3:34].[K+:2].[OH-:1]>>[CH2:3]([CH3:4])[O:5][C:6]([C:7]([C:8](=[O:9])[O:10][CH2:11][CH3:12])([O:13][c:14]1[cH:15][cH:16][cH:17][c:18]2[cH:19][cH:20][cH:21][cH:22][c:23]12)[CH2:25][CH2:26][C:27]#[N:28])=[O:24].